From a dataset of the Open Reaction Database (ORD), a public repository of structured organic reaction records. describe an organic reaction: reactants, conditions, products, and yield Run at temperature 65 celsius. Starting materials: BrC1=CN=C2N1C=CC(=N2)C(C)(C)O (2-(3-bromoimidazo[1,2-α]pyrimidin-7-yl)propan-2-ol), FC1=C(C=CC(=C1C=1C=NC=CC1)F)B(O)O (2,4-difluoro-3-(pyridin-3-yl)benzeneboronic acid), solution. Product: FC1=C(C=CC(=C1C=1C=NC=CC1)F)C1=CN=C2N1C=CC(=N2)C(C)(C)O (2-[3-(2,4-difluoro-3-(pyridin-3-yl)phenyl)imidazo[1,2-α]pyrimidin-7-yl]propan-2-ol). Reported procedure: A mixture of 2-(3-bromoimidazo[1,2-α]pyrimidin-7-yl)propan-2-ol (256 mg, 1.0 mmol) and 2,4-difluoro-3-(pyridin-3-yl)benzeneboronic acid (352 mg, 1.5 mmol) in tetrahydrofuran (3 ml) and sodium carbonate (1.25 ml of a 2M solution in water, 2.5 mmol) was degassed with nitrogen for 10 min. Tetrakis(triphenylphosphine)palladium(0) (58 mg, 0.05 mmol) was added and this mixture was heated at 65° C. for 24 h. The reaction was cooled to ambient temperature then partitioned between dichloromethane and sat... As a reaction SMILES: Br[C:2]1[N:6]2[CH:7]=[CH:8][C:9]([C:11]([OH:14])([CH3:13])[CH3:12])=[N:10][C:5]2=[N:4][CH:3]=1.[F:15][C:16]1[C:21]([C:22]2[CH:23]=[N:24][CH:25]=[CH:26][CH:27]=2)=[C:20]([F:28])[CH:19]=[CH:18][C:17]=1B(O)O>O1CCCC1.C(=O)([O-])[O-].[Na+].[Na+].O.C1C=CC([P]([Pd]([P](C2C=CC=CC=2)(C2C=CC=CC=2)C2C=CC=CC=2)([P](C2C=CC=CC=2)(C2C=CC=CC=2)C2C=CC=CC=2)[P](C2C=CC=CC=2)(C2C=CC=CC=2)C2C=CC=CC=2)(C2C=CC=CC=2)C2C=CC=CC=2)=CC=1>[F:28][C:20]1[C:21]([C:22]2[CH:23]=[N:24][CH:25]=[CH:26][CH:27]=2)=[C:16]([F:15])[CH:17]=[CH:18][C:19]=1[C:2]1[N:6]2[CH:7]=[CH:8][C:9]([C:11]([OH:14])([CH3:13])[CH3:12])=[N:10][C:5]2=[N:4][CH:3]=1 |f:3.4.5,^1:47,49,68,87|. Run in O1CCCC1 (tetrahydrofuran), C([O-])([O-])=O.[Na+].[Na+] (sodium carbonate), O (water). Reagents/catalysts: C=1C=CC(=CC1)[P](C=2C=CC=CC2)(C=3C=CC=CC3)[Pd]([P](C=4C=CC=CC4)(C=5C=CC=CC5)C=6C=CC=CC6)([P](C=7C=CC=CC7)(C=8C=CC=CC8)C=9C=CC=CC9)[P](C=1C=CC=CC1)(C=1C=CC=CC1)C=1C=CC=CC1 (Tetrakis(triphenylphosphine)palladium(0)).